This data is from the Open Reaction Database (ORD), a public repository of structured organic reaction records. The task is: describe an organic reaction: reactants, conditions, products, and yield The reactants are ClC1=CC=C(C=C1)S(=O)(=O)CC=1SC=C(N1)C=1C(NC2=CC(=CC=C2C1)C(F)(F)F)=O (3-[2-(4-chloro-benzenesulfonylmethyl)-thiazol-4-yl]-7-trifluoromethyl-1H-quinolin-2-one), C(C)(C)N(CC)C(C)C (IPEA). The reagents and catalysts are [Pd] (Pd-C). Solvent: CN(C)C=O (DMF). Run at time 8 hour. Yields the product C1(=CC=CC=C1)S(=O)(=O)CC=1SC=C(N1)C=1C(NC2=CC(=CC=C2C1)C(F)(F)F)=O (3-(2-Benzenesulfonylmethyl-thiazol-4-yl)-7-trifluoromethyl-1H-quinolin-2-one). RXN SMILES: Cl[C:2]1[CH:7]=[CH:6][C:5]([S:8]([CH2:11][C:12]2[S:13][CH:14]=[C:15]([C:17]3[C:18](=[O:31])[NH:19][C:20]4[C:25]([CH:26]=3)=[CH:24][CH:23]=[C:22]([C:27]([F:30])([F:29])[F:28])[CH:21]=4)[N:16]=2)(=[O:10])=[O:9])=[CH:4][CH:3]=1.C(N(C(C)C)CC)(C)C>CN(C=O)C.[Pd]>[C:5]1([S:8]([CH2:11][C:12]2[S:13][CH:14]=[C:15]([C:17]3[C:18](=[O:31])[NH:19][C:20]4[C:25]([CH:26]=3)=[CH:24][CH:23]=[C:22]([C:27]([F:30])([F:29])[F:28])[CH:21]=4)[N:16]=2)(=[O:10])=[O:9])[CH:4]=[CH:3][CH:2]=[CH:7][CH:6]=1. Reported procedure: A mixture of 3-[2-(4-chloro-benzenesulfonylmethyl)-thiazol-4-yl]-7-trifluoromethyl-1H-quinolin-2-one (Example 103, 67 mg, 0.14 mmol), 0.5 mL of IPEA, and 0.1 g of Pd-C (10%) in anhydrous DMF (10 mL) was stirred under H2 overnight. The catalysts were filtered through Celite and the filtrate was concentrated. CH2Cl2 was added and precipitates were filtered, washed with MeOH, CH2Cl2 to afford the title compound as a tan solid. MS m/z: 451.2 (M+1).